describe an organic reaction: reactants, conditions, products, and yield From a dataset of the Open Reaction Database (ORD), a public repository of structured organic reaction records. The reactants are CO, [O-]Cl, NCC1(CN)CCN(Cc2ccccc2)CC1, [Na+], O, OO. The product is c1ccc(CN2CCC3(CC2)CN=NC3)cc1. RXN SMILES: [CH3:18][OH:19].[Cl:22][O-:23].[NH2:1][CH2:2][C:3]1([CH2:16][NH2:17])[CH2:4][CH2:5][N:6]([CH2:9][c:10]2[cH:11][cH:12][cH:13][cH:14][cH:15]2)[CH2:7][CH2:8]1.[Na+:24].[OH2:25].[OH:20][OH:21]>>[N:1]1=[N:17][CH2:16][C:3]2([CH2:2]1)[CH2:4][CH2:5][N:6]([CH2:9][c:10]1[cH:11][cH:12][cH:13][cH:14][cH:15]1)[CH2:7][CH2:8]2. Reactants: Cc1cc(N2CCC(N3CCCC3C)C2)ccc1N, CC(C)c1ccc(C(=O)O)cc1S(N)(=O)=O. Product: Cc1cc(N2CCC(N3CCCC3C)C2)ccc1NC(=O)c1ccc(C(C)C)c(S(N)(=O)=O)c1. RXN SMILES: [CH3:1][c:2]1[c:3]([NH2:19])[cH:4][cH:5][c:6]([N:8]2[CH2:9][CH:10]([N:13]3[CH:14]([CH3:18])[CH2:15][CH2:16][CH2:17]3)[CH2:11][CH2:12]2)[cH:7]1.[CH:20]([CH3:21])([CH3:22])[c:23]1[c:24]([S:32]([NH2:33])(=[O:34])=[O:35])[cH:25][c:26]([C:27](=[O:28])[OH:29])[cH:30][cH:31]1>>[CH3:1][c:2]1[c:3]([NH:19][C:27]([c:26]2[cH:25][c:24]([S:32]([NH2:33])(=[O:34])=[O:35])[c:23]([CH:20]([CH3:21])[CH3:22])[cH:31][cH:30]2)=[O:28])[cH:4][cH:5][c:6]([N:8]2[CH2:9][CH:10]([N:13]3[CH:14]([CH3:18])[CH2:15][CH2:16][CH2:17]3)[CH2:11][CH2:12]2)[cH:7]1. Starting materials: ion, CN1C(=O)N2C=NC(=C2N=N1)C(=O)N.Cl (Temozolomide hydrochloride), O (water), example 1. Run in C(C)#N (acetonitrile). Reaction conditions: temperature 61.5 celsius. Yields the product CN1C(=O)N2C=NC(=C2N=N1)C(=O)N (Temozolomide). The yield is 90.3%. RXN SMILES: O.[CH3:2][N:3]1[N:12]=[N:11][C:10]2[N:6]([CH:7]=[N:8][C:9]=2[C:13]([NH2:15])=[O:14])[C:4]1=[O:5].Cl>C(#N)C>[CH3:2][N:3]1[N:12]=[N:11][C:10]2[N:6]([CH:7]=[N:8][C:9]=2[C:13]([NH2:15])=[O:14])[C:4]1=[O:5] |f:1.2|. Procedure details: A 1.25 cm width column was filled with 10 grams of the ion exchange resin Lewatit Mono Plus™ MP-64. A solvent mixture comprising 55% water and 45% acetonitrile (20 ml) was added and 30 minutes were allowed for resin swelling. Then, the solution was allowed to drain up to the top of the resin and a solution of the mother liquor of example 1 (50 ml) was passed through the column at a rate of about 1 ml/1 min. The first volume was discarded (10 ml) and then the eluted solution (the eluate) was coll...